Dataset: the Open Reaction Database (ORD), a public repository of structured organic reaction records. Task: describe an organic reaction: reactants, conditions, products, and yield Starting materials: [Br-], [Br-], [Br-], CCCC[N+](CCCC)(CCCC)CCCC, CCc1cccc(C)c1O, CCCC[N+](CCCC)(CCCC)CCCC, CCCC[N+](CCCC)(CCCC)CCCC, ClC(Cl)Cl. The product is CCc1cc(Br)cc(C)c1O. As a reaction SMILES: [Br-:11].[Br-:12].[Br-:13].[CH2:14]([N+:15]([CH2:16][CH2:17][CH2:18][CH3:19])([CH2:20][CH2:21][CH2:22][CH3:23])[CH2:24][CH2:25][CH2:26][CH3:27])[CH2:28][CH2:29][CH3:30].[CH2:1]([CH3:2])[c:3]1[c:4]([OH:10])[c:5]([CH3:9])[cH:6][cH:7][cH:8]1.[CH2:31]([N+:32]([CH2:33][CH2:34][CH2:35][CH3:36])([CH2:37][CH2:38][CH2:39][CH3:40])[CH2:41][CH2:42][CH2:43][CH3:44])[CH2:45][CH2:46][CH3:47].[CH2:48]([N+:49]([CH2:50][CH2:51][CH2:52][CH3:53])([CH2:54][CH2:55][CH2:56][CH3:57])[CH2:58][CH2:59][CH2:60][CH3:61])[CH2:62][CH2:63][CH3:64].[CH:65]([Cl:66])([Cl:67])[Cl:68]>>[CH2:1]([CH3:2])[c:3]1[c:4]([OH:10])[c:5]([CH3:9])[cH:6][c:7]([Br:11])[cH:8]1. The solvent is O (water), CN(C)C=O (DMF). Yields the product O=C1NC2=C(N1C1CCN(CC1)CCCN1N=C3COC4=C(N3C1=O)C=CC=C4)C=CC=C2 (2-[3-[4-(2,3-Dihydro-2-oxo-1H-benzimidazol-1-yl)-1-piperidinyl]propyl]-2,4-dihydro-1H-[1,2,4]triazolo-[3,4-c][1,4]benzoxazin-1-one). As a reaction SMILES: Cl[CH2:2][CH2:3][CH2:4][N:5]1[C:13](=[O:14])[N:12]2[C:7]([CH2:8][O:9][C:10]3[CH:18]=[CH:17][CH:16]=[CH:15][C:11]=32)=[N:6]1.[I-].[K+].[O:21]=[C:22]1[N:26]([CH:27]2[CH2:32][CH2:31][NH:30][CH2:29][CH2:28]2)[C:25]2[CH:33]=[CH:34][CH:35]=[CH:36][C:24]=2[NH:23]1.C(=O)(O)[O-].[Na+]>O.CN(C=O)C>[O:21]=[C:22]1[N:26]([CH:27]2[CH2:28][CH2:29][N:30]([CH2:2][CH2:3][CH2:4][N:5]3[C:13](=[O:14])[N:12]4[C:7]([CH2:8][O:9][C:10]5[CH:18]=[CH:17][CH:16]=[CH:15][C:11]=54)=[N:6]3)[CH2:31][CH2:32]2)[C:25]2[CH:33]=[CH:34][CH:35]=[CH:36][C:24]=2[NH:23]1 |f:1.2,4.5|. The reactants are C([O-])(O)=O.[Na+] (sodium bicarbonate), ClCCCN1N=C2COC3=C(N2C1=O)C=CC=C3 (2-(3-chloropropyl)2,4-dihydro-1H-[1,2,4]triazolo[3,4-c][1,4]benzoxazin-1-one), [I-].[K+] (potassium iodide), O=C1NC2=C(N1C1CCNCC1)C=CC=C2 (4-(2-keto-1-benzimidazolinyl)piperadine). Procedure details: A stirred solution of 1.33 g. (0.005 mole) of 2-(3-chloropropyl)2,4-dihydro-1H-[1,2,4]triazolo[3,4-c][1,4]benzoxazin-1-one, from Example 1, hereinabove, 0.83 g. (0.005 mole) of potassium iodide, and 2.39 g. (0.011 mole) of 4-(2-keto-1-benzimidazolinyl)piperadine in 25 ml. of DMF under a nitrogen atmosphere, was warmed to 105° C. for 4.75 hours. The solution was cooled, poured into cold sodium bicarbonate in water solution, and extracted with methylene chloride. The methylene chloride extracts we... Product: COc1ccc(CC(=O)N(CCc2ccccc2)C2CCN(C(=O)OC(C)(C)C)CC2)cc1. RXN SMILES: [CH3:32][O:33][c:34]1[cH:35][cH:36][c:37]([CH2:40][C:41](=[O:42])[Cl:43])[cH:38][cH:39]1.[CH:23]([N:24]([CH:25]([CH3:26])[CH3:27])[CH2:28][CH3:29])([CH3:30])[CH3:31].[Cl:45][CH2:46][Cl:47].[OH2:44].[c:1]1([CH2:7][CH2:8][NH:9][CH:10]2[CH2:11][CH2:12][N:13]([C:16](=[O:17])[O:18][C:19]([CH3:20])([CH3:21])[CH3:22])[CH2:14][CH2:15]2)[cH:2][cH:3][cH:4][cH:5][cH:6]1>>[c:1]1([CH2:7][CH2:8][N:9]([CH:10]2[CH2:11][CH2:12][N:13]([C:16](=[O:17])[O:18][C:19]([CH3:20])([CH3:21])[CH3:22])[CH2:14][CH2:15]2)[C:41]([CH2:40][c:37]2[cH:36][cH:35][c:34]([O:33][CH3:32])[cH:39][cH:38]2)=[O:42])[cH:2][cH:3][cH:4][cH:5][cH:6]1. Starting materials: COc1ccc(CC(=O)Cl)cc1, CCN(C(C)C)C(C)C, ClCCl, O, CC(C)(C)OC(=O)N1CCC(NCCc2ccccc2)CC1. Starting materials: NC=1SC=C(N1)CS (2-aminothiazol-4-ylmethanethiol), NC=1SC=C(N1)CSC(N)=N (2-(2-aminothiazol-4-ylmethyl)isothiourea), [OH-].[Na+] (sodium hydroxide), CN1N=NN=C1SCC=1CS[C@H]2N(C1C(=O)O)C(C2NC(CBr)=O)=O (3-(1-methyl-1H-tetrazol-5-yl)thiomethyl-7-bromoacetamido-3-cephem-4-carboxylic acid), C([O-])(O)=O.[Na+] (sodium bicarbonate), Cl (hydrochloric acid), Cl (hydrochloric acid). Run in C(C)O (ethanol), O (water). Reaction conditions: time 15 minute. The product is CN1N=NN=C1SCC=1CS[C@H]2N(C1C(=O)O)C(C2NC(CCC=2N=C(SC2)N)=S)=O (3-(1-methyl-1H-tetrazol-5-yl)thiomethyl-7-(2-aminothiazol-4-yl)methylthioacetamido-3-cephem-4-carboxylic acid). Reaction SMILES: [NH2:1][C:2]1[S:3][CH:4]=[C:5]([CH2:7]SC(=N)N)[N:6]=1.[OH-].[Na+].Cl.NC1[S:17]C=C(CS)N=1.[CH3:23][N:24]1[C:28]([S:29][CH2:30][C:31]2[CH2:32][S:33][C@@H:34]3[CH:41]([NH:42][C:43](=O)[CH2:44]Br)[C:40](=[O:47])[N:35]3[C:36]=2[C:37]([OH:39])=[O:38])=[N:27][N:26]=[N:25]1.C(=O)(O)[O-].[Na+]>C(O)C.O>[CH3:23][N:24]1[C:28]([S:29][CH2:30][C:31]2[CH2:32][S:33][C@@H:34]3[CH:41]([NH:42][C:43](=[S:17])[CH2:44][CH2:7][C:5]4[N:6]=[C:2]([NH2:1])[S:3][CH:4]=4)[C:40](=[O:47])[N:35]3[C:36]=2[C:37]([OH:39])=[O:38])=[N:27][N:26]=[N:25]1 |f:1.2,6.7|. Reported procedure: A mixture of 2-(2-aminothiazol-4-ylmethyl)isothiourea (1.57 g.) and 1 N sodium hydroxide (24 ml.) was stirred for 15 minutes at room temperature, and then the mixture was adjusted to pH 9 with 1 N hydrochloric acid (12 ml.). Thus obtained solution containing 2-aminothiazol-4-ylmethanethiol was dropwise added to a mixture of 3-(1-methyl-1H-tetrazol-5-yl)thiomethyl-7-bromoacetamido-3-cephem-4-carboxylic acid (2.16 g.), sodium bicarbonate (0.67 g.), water (33 ml.) and ethanol (33 ml.) over 15 minut... The reactants are C(C)(C)N(C(C)C)CC (N,N-diisopropylethylamine), CS(=O)C (dimethyl sulfoxide), CC=1C=C(C=C(OCCCO)C1)OS(=O)(=O)C1=CC(=CC=C1)C (3-[5-methyl-3-(3-methylphenylsulfonyloxy)phenoxy]propanol). Run in ClCCl (dichloromethane). Run at time 1 hour. Yields the product CC=1C=C(C=C(OCCC=O)C1)OS(=O)(=O)C1=CC(=CC=C1)C (3-[5-Methyl-3-(3-methylphenylsulfonyloxy)phenoxy]propionaldehyde). Yield: 89.7%. RXN SMILES: [CH3:1][C:2]1[CH:3]=[C:4]([O:13][S:14]([C:17]2[CH:22]=[CH:21][CH:20]=[C:19]([CH3:23])[CH:18]=2)(=[O:16])=[O:15])[CH:5]=[C:6]([CH:12]=1)[O:7][CH2:8][CH2:9][CH2:10][OH:11].C(N(CC)C(C)C)(C)C.CS(C)=O>ClCCl>[CH3:1][C:2]1[CH:3]=[C:4]([O:13][S:14]([C:17]2[CH:22]=[CH:21][CH:20]=[C:19]([CH3:23])[CH:18]=2)(=[O:16])=[O:15])[CH:5]=[C:6]([CH:12]=1)[O:7][CH2:8][CH2:9][CH:10]=[O:11]. Reported procedure: Sulfur trioxide pyridine complex (720 mg, 4.5 mmol) was added to a solution of 3-[5-methyl-3-(3-methylphenylsulfonyloxy)phenoxy]propanol (505 mg, 1.5 mmol), as prepared in the preceding step, N,N-diisopropylethylamine (0.6 mL, 4.7 mmol) and anhydrous dimethyl sulfoxide (0.3 mL, 4.2 mmol) in anhydrous dichloromethane (15 mL). The reaction mixture was stirred at ambient temperature for 1 hour and then quenched with 10% aqueous citric acid (50 mL). The mixture was extracted into dichloromethane (3×...